From a dataset of the Open Reaction Database (ORD), a public repository of structured organic reaction records. describe an organic reaction: reactants, conditions, products, and yield Reactants: BrC=1C(=C(C=O)C=CC1)O (3-bromo-2-hydroxybenzaldehyde), C(=O)([O-])[O-].[K+].[K+] (K2CO3), CI (methyl iodide). Run in CN(C)C=O (DMF). Yields the product BrC=1C(=C(C=O)C=CC1)OC (3-bromo-2-(methyloxy)benzaldehyde). Yield: 29.1%. RXN SMILES: [Br:1][C:2]1[C:3]([OH:10])=[C:4]([CH:7]=[CH:8][CH:9]=1)[CH:5]=[O:6].[C:11]([O-])([O-])=O.[K+].[K+].CI>CN(C=O)C>[Br:1][C:2]1[C:3]([O:10][CH3:11])=[C:4]([CH:7]=[CH:8][CH:9]=1)[CH:5]=[O:6] |f:1.2.3|. Procedure: To a 500 mL two-neck round flask charged with 3-bromo-2-hydroxybenzaldehyde (D98) (13 g, 64.7 mmol) was added DMF (300 mL). Then K2CO3 (17.88 g, 129 mmol) was added, followed with methyl iodide (18.36 g, 129 mmol) at room temperature. The resulted mixture was stirred at room temperature. The mixture was stirred at room temperature overnight. The mixture was filtered through celite and washed with EtOAc. The resulted filtration was concentrated under reduced pressure. The residue was dissolved in... Starting materials: C1(CC1)N(S(=O)(=O)C1=C(C=C(C=C1C)OC)C)CC=1OC=C(N1)C(=O)N1CCNCC1 (N-cyclopropyl-4-methoxy-2,6-dimethyl-N-{[4-(piperazin-1-ylcarbonyl)-1,3-oxazol-2-yl]methyl}benzenesulfonamide), NC1=NC=CC=C1C=O (2-amino-3-pyridinecarboxaldehyde), CC(=O)O (AcOH). The solvent is ClCCCl (DCE). Conditions: time 1 hour. Product: NC1=NC=CC=C1CN1CCN(CC1)C(=O)C=1N=C(OC1)CN(S(=O)(=O)C1=C(C=C(C=C1C)OC)C)C1CC1 (N-{[4-({4-[(2-Aminopyridin-3-yl)methyl]piperazin-1-yl}carbonyl)-1,3-oxazol-2-yl]methyl}-N-cyclopropyl-4-methoxy-2,6-dimethylbenzenesulfonamide). Reaction SMILES: [CH:1]1([N:4]([CH2:18][C:19]2[O:20][CH:21]=[C:22]([C:24]([N:26]3[CH2:31][CH2:30][NH:29][CH2:28][CH2:27]3)=[O:25])[N:23]=2)[S:5]([C:8]2[C:13]([CH3:14])=[CH:12][C:11]([O:15][CH3:16])=[CH:10][C:9]=2[CH3:17])(=[O:7])=[O:6])[CH2:3][CH2:2]1.[NH2:32][C:33]1[C:38]([CH:39]=O)=[CH:37][CH:36]=[CH:35][N:34]=1.CC(O)=O>ClCCCl>[NH2:32][C:33]1[C:38]([CH2:39][N:29]2[CH2:30][CH2:31][N:26]([C:24]([C:22]3[N:23]=[C:19]([CH2:18][N:4]([CH:1]4[CH2:2][CH2:3]4)[S:5]([C:8]4[C:9]([CH3:17])=[CH:10][C:11]([O:15][CH3:16])=[CH:12][C:13]=4[CH3:14])(=[O:6])=[O:7])[O:20][CH:21]=3)=[O:25])[CH2:27][CH2:28]2)=[CH:37][CH:36]=[CH:35][N:34]=1. Procedure details: To a stirred solution of N-cyclopropyl-4-methoxy-2,6-dimethyl-N-{[4-(piperazin-1-ylcarbonyl)-1,3-oxazol-2-yl]methyl}benzenesulfonamide (30 mg, 0.07 mmol) in DCE (2 mL) were added 2-amino-3-pyridinecarboxaldehyde (10 mg, 0.08 mmol) and AcOH (3 μL, 0.07 mmol) and the reaction mixture was stirred for 1 h at ambient temperature. STAB (20 mg, 0.09 mmol) was added and the reaction was stirred for 16 h. The reaction mixture was quenched with H2O (2 mL) and extracted with DCM (3×2 mL). The organic layer... Starting materials: N(O)C1CCN2C1=CC=1C=CC=CC21 (2,3-Dihydro-1-hydroxamino-1H-pyrrolo[1,2-a]indole), C[Si](C)(C)N=C=O (trimethylsilyl isocyanate), O (H2O). The solvent is C1CCOC1 (THF), C1CCOC1 (THF). Reaction conditions: time 30 minute. The product is C1(CCN2C1=CC=1C=CC=CC21)N(C(=O)N)O (N-(2,3-Dihydro-1H-pyrrolo[1,2-a]indol-1-yl)-N-hydroxy urea). Reaction SMILES: [NH:1]([CH:3]1[C:7]2=[CH:8][C:9]3[CH:10]=[CH:11][CH:12]=[CH:13][C:14]=3[N:6]2[CH2:5][CH2:4]1)[OH:2].C[Si]([N:19]=[C:20]=[O:21])(C)C.O>C1COCC1>[CH:3]1([N:1]([OH:2])[C:20]([NH2:19])=[O:21])[C:7]2=[CH:8][C:9]3[CH:10]=[CH:11][CH:12]=[CH:13][C:14]=3[N:6]2[CH2:5][CH2:4]1. Reported procedure: To a solution of the product from Step 2 (652 mg, 3.47 mmol) in THF (20 mL) at r.t. there was added 85% trimethylsilyl isocyanate (850 mg, 6.28 mmol) and the mixture was stirred for 30 minutes. There was added H2O (5 mL) and after stirring for another 5 minutes the THF was evaporated. The residual aqueous suspension was diluted with H2O and filtered to afford the title compound as a white solid, m.p.: 194° C. (dec). Yields the product ClC1=C(C=CC(=C1)OC1=CC=NC2=CC(=C(C=C12)OC)OCCN1CCOCC1)NC(=O)NC1=C(C=C(C=C1)F)F (N-(2-Chloro-4-{[6-methoxy-7-(2-morpholinoethoxy)-4-quinolyl]oxy}phenyl)-N′-(2,4-difluorophenyl)urea). Isolated yield 34.8%. Conditions: temperature 70 celsius, time 17 hour. Reagents/catalysts: [I-].C(CCC)[N+](CCCC)(CCCC)CCCC (tetra-n-butylammonium iodide). RXN SMILES: [Cl:1][C:2]1[CH:7]=[C:6]([O:8][C:9]2[C:18]3[C:13](=[CH:14][C:15]([OH:21])=[C:16]([O:19][CH3:20])[CH:17]=3)[N:12]=[CH:11][CH:10]=2)[CH:5]=[CH:4][C:3]=1[NH:22][C:23]([NH:25][C:26]1[CH:31]=[CH:30][C:29]([F:32])=[CH:28][C:27]=1[F:33])=[O:24].C(=O)([O-])[O-].[K+].[K+].Cl.Cl[CH2:42][CH2:43][N:44]1[CH2:49][CH2:48][O:47][CH2:46][CH2:45]1.C(=O)([O-])O.[Na+]>CN(C)C=O.[I-].C([N+](CCCC)(CCCC)CCCC)CCC>[Cl:1][C:2]1[CH:7]=[C:6]([O:8][C:9]2[C:18]3[C:13](=[CH:14][C:15]([O:21][CH2:42][CH2:43][N:44]4[CH2:49][CH2:48][O:47][CH2:46][CH2:45]4)=[C:16]([O:19][CH3:20])[CH:17]=3)[N:12]=[CH:11][CH:10]=2)[CH:5]=[CH:4][C:3]=1[NH:22][C:23]([NH:25][C:26]1[CH:31]=[CH:30][C:29]([F:32])=[CH:28][C:27]=1[F:33])=[O:24] |f:1.2.3,4.5,6.7,9.10|. Reported procedure: N-{2-Chloro-4-[(7-hydroxy-6-methoxy-4-quinolyl)-oxy]phenyl}-N′-(2,4-difluorophenyl)urea (174 mg) was dissolved in N,N-dimethylformamide (9 ml), and potassium carbonate (64 mg), tetra-n-butylammonium iodide (14 mg), and N-(2-chloroethyl)morpholine hydrochloride (86 mg) were then added to the solution. The mixture was stirred at 70° C. for 17 hr, and a saturated aqueous sodium hydrogencarbonate solution was then added to the reaction solution, followed by extraction with chloroform. The chloroform... The solvent is CN(C=O)C (N,N-dimethylformamide). Reactants: C([O-])([O-])=O.[K+].[K+] (potassium carbonate), Cl.ClCCN1CCOCC1 (N-(2-chloroethyl)morpholine hydrochloride), C(O)([O-])=O.[Na+] (sodium hydrogencarbonate), ClC1=C(C=CC(=C1)OC1=CC=NC2=CC(=C(C=C12)OC)O)NC(=O)NC1=C(C=C(C=C1)F)F (N-{2-Chloro-4-[(7-hydroxy-6-methoxy-4-quinolyl)-oxy]phenyl}-N′-(2,4-difluorophenyl)urea). The reactants are C(C1=CC=CC=C1)#N (benzonitrile), dichlorobis(trimethylphosphine)nickel, CN(CCCCN(C)C)C (N,N,N′,N′-tetramethyl-1,4-butanediamine), CCCCCCCCCCCCC (tridecane), C1(=CC=CC=C1)C#C (phenylacetylene), C(CCC)[Li] (n-butyllithium), C(C1=CC=CC=C1)#N (benzonitrile). The reagents and catalysts are [Zn+2].[Br-].[Br-] (ZnBr2). The solvent is C1CCOC1 (THF), C1CCOC1 (THF), C1CCOC1 (THF). Reaction conditions: time 67 hour. Yields the product C1(=CC=CC=C1)C#CC1=CC=CC=C1 (diphenylacetylene). Yield: 72.5%. As a reaction SMILES: [C:1]1([C:7]#[CH:8])[CH:6]=[CH:5][CH:4]=[CH:3][CH:2]=1.C([Li])CCC.C(#N)[C:15]1[CH:20]=[CH:19][CH:18]=[CH:17][CH:16]=1.CN(C)CCCCN(C)C.CCCCCCCCCCCCC>C1COCC1.[Zn+2].[Br-].[Br-]>[C:1]1([C:7]#[C:8][C:15]2[CH:20]=[CH:19][CH:18]=[CH:17][CH:16]=2)[CH:6]=[CH:5][CH:4]=[CH:3][CH:2]=1 |f:6.7.8|. Procedure: A solution of phenylacetylene (0.439 ml; 0.409 g; 4.00 mmol) in THF (2 ml) was treated at 0° C. with n-butyllithium (1.6 ml; 4.0 mmol; 2.5 M in hexanes) and the resulting solution was allowed to warm to room temperature for 10 min. The solution was cooled to 0° C., then treated with a solution of ZnBr2 (0.901 g; 4.00 mmol) in THF (2 ml) and allowed to warm to room temperature for 30 min. Solvent was removed in vacuo, then THF (2 ml) was added. This solution was then added to a room temperature s...